Dataset: the Open Reaction Database (ORD), a public repository of structured organic reaction records. Task: describe an organic reaction: reactants, conditions, products, and yield Starting materials: C(=O)(OC(C)(C)C)N(CCN)C (N-Boc-N-(methyl)ethylenediamine), Cl.ClC1=[N+](C=CC=C1)[O-] (2-chloropyridine N-oxide hydrochloride), C(=O)(O)[O-].[Na+] (NaHCO3). Run in C(C)(C)(CC)O (tert-amyl alcohol), CCO (EtOH). Conditions: time 41.5 hour. Yields the product C(=O)(OC(C)(C)C)N(CCNC1=NC=CC=C1)C (N-Boc-N-Methyl-N'-(2-pyridinyl)ethylenediamine). Reaction SMILES: [C:1]([N:8]([CH3:12])[CH2:9][CH2:10][NH2:11])([O:3][C:4]([CH3:7])([CH3:6])[CH3:5])=[O:2].Cl.Cl[C:15]1[CH:20]=[CH:19][CH:18]=[CH:17][N+:16]=1[O-].C([O-])(O)=O.[Na+]>C(O)(CC)(C)C.CCO>[C:1]([N:8]([CH3:12])[CH2:9][CH2:10][NH:11][C:15]1[CH:20]=[CH:19][CH:18]=[CH:17][N:16]=1)([O:3][C:4]([CH3:5])([CH3:6])[CH3:7])=[O:2] |f:1.2,3.4|. Procedure details: A mixture of N-Boc-N-(methyl)ethylenediamine (Synth. Commun. 1993, 23, 2443-2449)(849.2 mg, 4.87 mmol), 2-chloropyridine N-oxide hydrochloride (970 mg, 5.84 mmol), and NaHCO3 (2.05 g, 24.4 mmol) in tert-amyl alcohol (12 mL) was heated at reflux under argon. After 41.5 h, the reaction was cooled, diluted with EtOH, filtered, and concentrated. The residue was reconcentrated from toluene and chromatographed (silica gel, 5% CH3OH/CHCl3) to give the title compound as a viscous, yellow oil which was u... Starting materials: FC1=C(C(=O)Cl)C(=CC=C1)F (2,6-difluorobenzoyl chloride), NC=1SC2=C(N1)C=CC(=C2)C(F)(F)F (2-amino-6-trifluoromethylbenzothiazole), O1CCCC1 (tetrahydrofuran). The solvent is C(C)N(CC)CC (triethylamine). Conditions: temperature 35 celsius, time 5 hour. Yields the product FC(C1=CC2=C(N=C(S2)NC(C2=C(C=CC=C2F)F)=O)C=C1)(F)F (N-(6-trifluoromethylbenzothiazol-2-yl)-2,6-difluorobenzamide). Isolated yield 78.2%. Reaction SMILES: [F:1][C:2]1[CH:10]=[CH:9][CH:8]=[C:7]([F:11])[C:3]=1[C:4](Cl)=[O:5].[NH2:12][C:13]1[S:14][C:15]2[CH:21]=[C:20]([C:22]([F:25])([F:24])[F:23])[CH:19]=[CH:18][C:16]=2[N:17]=1.O1CCCC1>C(N(CC)CC)C>[F:25][C:22]([F:23])([F:24])[C:20]1[CH:19]=[CH:18][C:16]2[N:17]=[C:13]([NH:12][C:4](=[O:5])[C:3]3[C:2]([F:1])=[CH:10][CH:9]=[CH:8][C:7]=3[F:11])[S:14][C:15]=2[CH:21]=1. Procedure: At 0 to 5° C., 2,6-difluorobenzoyl chloride (1.77 g) was added dropwise to a solution composed of 2-amino-6-trifluoromethylbenzothiazole (2.18 g), tetrahydrofuran (30 ml) and triethylamine (1.1 g). The reaction mixture was stirred at 30 to 40° C. for 5 hours, and then tetrahydrofuran was evaporated. The solid residue was washed with water and recrystallized from ethanol to give the desired N-(6-trifluoromethylbenzothiazol-2-yl)-2,6-difluorobenzamide (2.8 g).